Dataset: the Open Reaction Database (ORD), a public repository of structured organic reaction records. Task: describe an organic reaction: reactants, conditions, products, and yield The reactants are CNC1CCCC2=CC=CC=C12 (N-Methyl-1,2,3,4-tetrahydro-1-naphthylamine), C(C)(=O)OC(C)=O (acetic anhydride). The product is C(C)(=O)N(C)C1CCCC2=CC=CC=C12 (N-acetyl-N-methyl-1,2,3,4-tetrahydro-1-naphthylamine). Reaction SMILES: [CH3:1][NH:2][CH:3]1[C:12]2[C:7](=[CH:8][CH:9]=[CH:10][CH:11]=2)[CH2:6][CH2:5][CH2:4]1.C(O[C:17](=[O:19])[CH3:18])(=O)C>>[C:17]([N:2]([CH:3]1[C:12]2[C:7](=[CH:8][CH:9]=[CH:10][CH:11]=2)[CH2:6][CH2:5][CH2:4]1)[CH3:1])(=[O:19])[CH3:18]. Procedure details: N-Methyl-1,2,3,4-tetrahydro-1-naphthylamine is stirred with acetic anhydride to afford N-acetyl-N-methyl-1,2,3,4-tetrahydro-1-naphthylamine, which is oxidized to N-acetyl-N-methyl-1,2,3,4-tetrahydro-4-oxo-1-naphthylamine by the method of Example 1. Reactants: ClC1=NC=CC(=N1)C1=C(N=C(S1)C(C)(C)C)C=1C(=C(C=CC1F)NS(=O)(=O)C1=C(C=CC(=C1)F)F)F (N-{3-[5-(2-chloro-4-pyrimidinyl)-2-(1,1-dimethylethyl)-1,3-thiazol-4-yl]-2,4-difluorophenyl}-2,5-difluorobenzenesulfonamide), [OH-].[NH4+] (ammonium hydroxide). Yields the product NC1=NC=CC(=N1)C1=C(N=C(S1)C(C)(C)C)C=1C(=C(C=CC1F)NS(=O)(=O)C1=C(C=CC(=C1)F)F)F (N-{3-[5-(2-amino-4-pyrimidinyl)-2-(1,1-dimethylethyl)-1,3-thiazol-4-yl]-2,4-difluorophenyl}-2,5-difluorobenzenesulfonamide), solid. The yield is 69.0%. RXN SMILES: Cl[C:2]1[N:7]=[C:6]([C:8]2[S:12][C:11]([C:13]([CH3:16])([CH3:15])[CH3:14])=[N:10][C:9]=2[C:17]2[C:18]([F:36])=[C:19]([NH:24][S:25]([C:28]3[CH:33]=[C:32]([F:34])[CH:31]=[CH:30][C:29]=3[F:35])(=[O:27])=[O:26])[CH:20]=[CH:21][C:22]=2[F:23])[CH:5]=[CH:4][N:3]=1.[OH-].[NH4+:38]>>[NH2:38][C:2]1[N:7]=[C:6]([C:8]2[S:12][C:11]([C:13]([CH3:16])([CH3:15])[CH3:14])=[N:10][C:9]=2[C:17]2[C:18]([F:36])=[C:19]([NH:24][S:25]([C:28]3[CH:33]=[C:32]([F:34])[CH:31]=[CH:30][C:29]=3[F:35])(=[O:27])=[O:26])[CH:20]=[CH:21][C:22]=2[F:23])[CH:5]=[CH:4][N:3]=1 |f:1.2|. Procedure: Following a procedure analogous to the procedure described in Example 52, Step B using N-{3-[5-(2-chloro-4-pyrimidinyl)-2-(1,1-dimethylethyl)-1,3-thiazol-4-yl]-2,4-difluorophenyl}-2,5-difluorobenzenesulfonamide (75 mg, 0.135 mmol) and ammonium hydroxide (3 mL), the title compound was obtained as an off-white solid (50 mg, 69% yield). MS (ESI): 538 [M+H]+. Reactants: CC(C=C)(CCC=C(CCCC)C)O (3,7-dimethyl-1,6-undecadien-3-ol), P(Br)(Br)Br (phosphorus tribromide). Product: BrCC=C(CCC=C(CCCC)C)C (1-bromo-3,7-dimethyl-2,6-undecadiene). As a reaction SMILES: [CH3:1][C:2](O)([CH2:5][CH2:6][CH:7]=[C:8]([CH3:13])[CH2:9][CH2:10][CH2:11][CH3:12])[CH:3]=[CH2:4].P(Br)(Br)[Br:16]>>[Br:16][CH2:4][CH:3]=[C:2]([CH3:1])[CH2:5][CH2:6][CH:7]=[C:8]([CH3:13])[CH2:9][CH2:10][CH2:11][CH3:12]. Reported procedure: By the procedure described in Example 13, from 6-methyl-5-decen-2-one and vinyl-magnesium bromide there is obtained 3,7-dimethyl-1,6-undecadien-3-ol; nD26 = 1.4618, boiling point 116° C./9 mm Hg. This alcohol is reacted with phosphorus tribromide by the procedure of Example 13 to give 1-bromo-3,7-dimethyl-2,6-undecadiene. The reactants are C1(=CC=CC=C1)COC(=O)NCCN1CCC(CC1)NC(OC(C)(C)C)=O (1,1-dimethylethyl {1-[2-({[(phenylmethyl)oxy]carbonyl}amino)ethyl]-4-piperidinyl}carbamate). Reagents/catalysts: [Pd] (palladium on charcoal). The solvent is C(C)O (ethanol). Yields the product NCCN1CCC(CC1)NC(OC(C)(C)C)=O (1,1-Dimethylethyl [1-(2-aminoethyl)-4-piperidinyl]carbamate). Isolated yield 101.8%. As a reaction SMILES: C1(COC([NH:11][CH2:12][CH2:13][N:14]2[CH2:19][CH2:18][CH:17]([NH:20][C:21](=[O:27])[O:22][C:23]([CH3:26])([CH3:25])[CH3:24])[CH2:16][CH2:15]2)=O)C=CC=CC=1>C(O)C.[Pd]>[NH2:11][CH2:12][CH2:13][N:14]1[CH2:19][CH2:18][CH:17]([NH:20][C:21](=[O:27])[O:22][C:23]([CH3:25])([CH3:24])[CH3:26])[CH2:16][CH2:15]1. Procedure: A solution of 1,1-dimethylethyl {1-[2-({[(phenylmethyl)oxy]carbonyl}amino)ethyl]-4-piperidinyl}carbamate (8.2 g, 21.8 mmol) in ethanol (500 ml) was hydrogenated overnight over 10% palladium on charcoal (50% dispersion with water, 4.0 g). The mixture was filtered, evaporated, and azeotroped with chloroform to afford the title intermediate (5.4 g, 100%). Reactants: CCCCCCCC(=O)OCCBr, CNC, CC#N. The product is CCCCCCCC(=O)OCCN(C)C. RXN SMILES: [C:1]([CH2:2][CH2:3][CH2:4][CH2:5][CH2:6][CH2:7][CH3:8])(=[O:9])[O:10][CH2:11][CH2:12][Br:13].[CH3:14][NH:15][CH3:16].[CH3:17][C:18]#[N:19]>>[C:1]([CH2:2][CH2:3][CH2:4][CH2:5][CH2:6][CH2:7][CH3:8])(=[O:9])[O:10][CH2:11][CH2:12][N:15]([CH3:14])[CH3:16]. Starting materials: O (H2O), potassium enolate, C(=O)(OC)C1CSCCC1=O (2,3,5,6-tetrahydro-3-carbomethoxythiopyran-4-one), COCCBr (2-bromoethyl methyl ether). Solvent: CS(=O)C (DMSO). Reaction conditions: time 4 day. The product is C(=O)(OC)C1(CSCCC1=O)CCOC (2,3,5,6-tetrahydro-3-carbomethoxy-3-(2-methoxy)ethylthiopyran-4-one). Reaction SMILES: [C:1]([CH:5]1[C:10](=[O:11])[CH2:9][CH2:8][S:7][CH2:6]1)([O:3][CH3:4])=[O:2].[CH3:12][O:13][CH2:14][CH2:15]Br.O>CS(C)=O>[C:1]([C:5]1([CH2:15][CH2:14][O:13][CH3:12])[C:10](=[O:11])[CH2:9][CH2:8][S:7][CH2:6]1)([O:3][CH3:4])=[O:2]. Procedure: To a solution of 5.3 g (25 mmol) of potassium enolate of 4H-2,3,5,6-tetrahydro-3-carbomethoxythiopyran-4-one in 50 ml DMSO, was added 3.47 g (25 mmol) of 2-bromoethyl methyl ether. The solution was stirred under N2 at room temperature for 4 days. The reaction mixture was poured into 500 ml H2O and extracted three times with ethyl acetate. The combined ethyl acetate solution was washed with water; 5% NaOH; H2O and brine; dried over magnesium sulfate, filtered and concentrated in vacuo to give abo...